This data is from the Open Reaction Database (ORD), a public repository of structured organic reaction records. The task is: describe an organic reaction: reactants, conditions, products, and yield As a reaction SMILES: [Br-:20].[Br:27][CH2:28][CH2:29][CH2:30][CH2:31][CH3:32].[CH2:21]([CH2:22][CH2:23][CH2:24][CH3:25])[Mg+:26].[CH2:33]1[O:34][CH2:35][CH2:36][CH2:37]1.[n:1]1[c:2]([O:11][c:12]2[cH:13][cH:14][c:15]([CH:18]=[O:19])[n:16][cH:17]2)[cH:3][cH:4][c:5]2[cH:6][cH:7][cH:8][cH:9][c:10]12>>[n:1]1[c:2]([O:11][c:12]2[cH:13][cH:14][c:15]([CH:18]([OH:19])[CH2:21][CH2:22][CH2:23][CH2:24][CH3:25])[n:16][cH:17]2)[cH:3][cH:4][c:5]2[cH:6][cH:7][cH:8][cH:9][c:10]12. The product is CCCCCC(O)c1ccc(Oc2ccc3ccccc3n2)cn1. The reactants are [Br-], CCCCCBr, CCCCC[Mg+], C1CCOC1, O=Cc1ccc(Oc2ccc3ccccc3n2)cn1.